This data is from the Open Reaction Database (ORD), a public repository of structured organic reaction records. The task is: describe an organic reaction: reactants, conditions, products, and yield Product: Cl.NC1=C2NC(N(C2=NC(=N1)OCCCC)CCCN(CCCN1CCOCC1)CC=1C=C(C=CC1)CC(=O)OC)=O (methyl (3-{[[3-(6-amino-2-butoxy-8-oxo-7,8-dihydro-9H-purin-9-yl)propyl](3-morpholin-4-ylpropyl)amino]methyl}phenyl)acetate monohydrochloride), final product. As a reaction SMILES: [NH2:1][C:2]1[N:10]=[C:9]([O:11][CH2:12][CH2:13][CH2:14][CH3:15])[N:8]=[C:7]2[C:3]=1[NH:4][C:5](=[O:41])[N:6]2[CH2:16][CH2:17][CH2:18][N:19]([CH2:29][C:30]1[CH:31]=[C:32]([CH2:36][C:37]([O:39][CH3:40])=[O:38])[CH:33]=[CH:34][CH:35]=1)[CH2:20][CH2:21][CH2:22][N:23]1[CH2:28][CH2:27][O:26][CH2:25][CH2:24]1.[ClH:42].C(O)C>C(OCC)(=O)C>[ClH:42].[NH2:1][C:2]1[N:10]=[C:9]([O:11][CH2:12][CH2:13][CH2:14][CH3:15])[N:8]=[C:7]2[C:3]=1[NH:4][C:5](=[O:41])[N:6]2[CH2:16][CH2:17][CH2:18][N:19]([CH2:29][C:30]1[CH:31]=[C:32]([CH2:36][C:37]([O:39][CH3:40])=[O:38])[CH:33]=[CH:34][CH:35]=1)[CH2:20][CH2:21][CH2:22][N:23]1[CH2:28][CH2:27][O:26][CH2:25][CH2:24]1 |f:1.2,4.5|. Solvent: C(C)(=O)OCC (ethyl acetate). Reported procedure: Methyl (3-{[[3-(6-amino-2-butoxy-8-oxo-7,8-dihydro-9H-purin-9-yl)propyl](3-morpholin-4-ylpropyl)amino]methyl}phenyl)acetate (40 mg, 0.07 mmol) was dissolved in ethyl acetate (5 mL) and 3.28M HCl/ethanol solution (21 μL, 0.07 mmol) was added. The solvent was removed by evaporation and the residue was dried in vacuo to give methyl (3-{[[3-(6-amino-2-butoxy-8-oxo-7,8-dihydro-9H-purin-9-yl)propyl](3-morpholin-4-ylpropyl)amino]methyl}phenyl)acetate monohydrochloride as the final product. Starting materials: NC1=C2NC(N(C2=NC(=N1)OCCCC)CCCN(CCCN1CCOCC1)CC=1C=C(C=CC1)CC(=O)OC)=O (Methyl (3-{[[3-(6-amino-2-butoxy-8-oxo-7,8-dihydro-9H-purin-9-yl)propyl](3-morpholin-4-ylpropyl)amino]methyl}phenyl)acetate), Cl.C(C)O (HCl ethanol). Reactants: C(CCC)[Li] (n-butyl lithium), N12CCN(CC1)CC2 (1,4-diazabicyclo-[2.2.2]octane), CN(C=O)C (N,N-dimethylformamide), ClC=1C=NC=C(C1)Cl (3,5-dichloropyridine). The solvent is C(C)OCC (diethyl ether), O (water). Reaction conditions: temperature -70 celsius, time 45 minute. Yields the product ClC=1C(=NC=C(C1)Cl)C=O (3,5-dichloropyridine-2-carboxaldehyde). Isolated yield 24.1%. RXN SMILES: C([Li])CCC.N12CCN(CC1)CC2.[Cl:14][C:15]1[CH:16]=[N:17][CH:18]=[C:19]([Cl:21])[CH:20]=1.CN(C)[CH:24]=[O:25]>C(OCC)C.O>[Cl:14][C:15]1[C:16]([CH:24]=[O:25])=[N:17][CH:18]=[C:19]([Cl:21])[CH:20]=1. Reported procedure: Add a solution of n-butyl lithium (37.5 mL, 0.06 mol, 1.6 M in hexanes) to a mixture of 1,4-diazabicyclo-[2.2.2]octane (6.16 g, 0.055 mol) in diethyl ether (250 mL) at −10 to −20° C. under a nitrogen atmosphere. Stir for 45 min. and then cool to −70° C. Add 3,5-dichloropyridine (7.40 g, 0.05 mol) in small portions and stir for 1.5 h at this temperature. Add N,N-dimethylformamide (7.75 mL, 0.10 mol) dropwise via syringe and stir for 2 h and allow to slowly warm to ˜−20° C. Add water (200 mL) is a... The reactants are NC=1N(N=CC1C1=CC=C(C=C1)CC1=CC=CC=C1)C(N)=O (3-amino-4-(4-benzylphenyl )-2-carbamoylpyrazole), C(OCC)([O-])[O-] (ethyl orthoformate), CN(C=O)C (N,N-dimethylformamide). Run in C(C)(=O)OCC (ethyl acetate). Conditions: time 45 minute. The product is C(C1=CC=CC=C1)C1=CC=C(C=C1)C=1C=NN2C1N=CN=C2O (8-(4-benzylphenyl)-4-hydroxypyrazolo[1,5-a]-1,3,5-triazine). Reaction SMILES: [NH2:1][C:2]1[N:3]([C:20](=[O:22])[NH2:21])[N:4]=[CH:5][C:6]=1[C:7]1[CH:12]=[CH:11][C:10]([CH2:13][C:14]2[CH:19]=[CH:18][CH:17]=[CH:16][CH:15]=2)=[CH:9][CH:8]=1.[CH:23]([O-])([O-])OCC.CN(C)C=O>C(OCC)(=O)C>[CH2:13]([C:10]1[CH:9]=[CH:8][C:7]([C:6]2[CH:5]=[N:4][N:3]3[C:20]([OH:22])=[N:21][CH:23]=[N:1][C:2]=23)=[CH:12][CH:11]=1)[C:14]1[CH:19]=[CH:18][CH:17]=[CH:16][CH:15]=1. Procedure details: A mixture of 3-amino-4-(4-benzylphenyl )-2-carbamoylpyrazole (1.00 g), ethyl orthoformate (0.61 ml) and N,N-dimethylformamide (0.86 ml) was stirred at 100° C. to 110° C. for 45 minutes. To the reaction mixture was added ethyl acetate (20 ml). After stirring at room temperature for 30 minutes, the precipitate was separated by filtration, washed with ethyl acetate, and dried to give the title compound (0.72 g). Starting materials: C(C)(C)(C)OC(=O)N1CCC(CC1)C(NCOC)=O (4-(methoxymethylcarbamoyl)piperidine-1-carboxylic acid tert-butyl ester), C(C)C1=NC2=C(N1C1=NC(=C3N=CN(C3=N1)C)N1CCOCC1)C=CC=C2 (2-(2-ethylbenzoimidazol-1-yl)-9-methyl-6-morpholin-4-yl-9H-purine), CN(C)CCN(C)C (TMEDA), [Li]CCCC (n-BuLi). Solvent: C1CCOC1 (THF), C1CCOC1 (THF). Run at time 2 hour. Yields the product C(C)(C)(C)OC(=O)N1CCC(CC1)C(=O)C=1N(C2=NC(=NC(=C2N1)N1CCOCC1)N1C(=NC2=C1C=CC=C2)CC)C (4-[2-(2-Ethylbenzoimidazol-1-yl)-9-methyl-6-morpholin-4-yl-9H-purine-8-carbonyl]piperidine-1-carboxylic acid tert-butyl ester). Yield: 95.8%. RXN SMILES: [CH2:1]([C:3]1[N:7]([C:8]2[N:16]=[C:15]3[C:11]([N:12]=[CH:13][N:14]3[CH3:17])=[C:10]([N:18]3[CH2:23][CH2:22][O:21][CH2:20][CH2:19]3)[N:9]=2)[C:6]2[CH:24]=[CH:25][CH:26]=[CH:27][C:5]=2[N:4]=1)[CH3:2].CN(CCN(C)C)C.[Li]CCCC.[C:41]([O:45][C:46]([N:48]1[CH2:53][CH2:52][CH:51]([C:54](=[O:59])NCOC)[CH2:50][CH2:49]1)=[O:47])([CH3:44])([CH3:43])[CH3:42]>C1COCC1>[C:41]([O:45][C:46]([N:48]1[CH2:53][CH2:52][CH:51]([C:54]([C:13]2[N:14]([CH3:17])[C:15]3[C:11]([N:12]=2)=[C:10]([N:18]2[CH2:23][CH2:22][O:21][CH2:20][CH2:19]2)[N:9]=[C:8]([N:7]2[C:6]4[CH:24]=[CH:25][CH:26]=[CH:27][C:5]=4[N:4]=[C:3]2[CH2:1][CH3:2])[N:16]=3)=[O:59])[CH2:50][CH2:49]1)=[O:47])([CH3:44])([CH3:43])[CH3:42]. Procedure details: To a solution of 2-(2-ethylbenzoimidazol-1-yl)-9-methyl-6-morpholin-4-yl-9H-purine (500 mg, 1.38 mmol) and TMEDA (312 μL, 2.07 mmol) in THF (10 mL) at −78° C. was added n-BuLi (660 μL, 1.65 mmol, 2.5M solution in hexanes) and the resulting mixture stirred for 30 min before the addition of a solution of 4-(methoxymethylcarbamoyl)piperidine-1-carboxylic acid tert-butyl ester (564 mg, 2.07 mmol) in THF (5 mL). The resulting mixture was stirred for 2 h then quenched with H2O and extracted with EtOAc... Reactants: OC(=O)C(F)(F)F.C(#N)C=1C=CC(=NC1)N1C(CNCC1)C(=O)OC (methyl 1-(5-cyanopyridin-2-yl)piperazine-2-carboxylate TFA salt), FC(C1=NC(=NO1)C=1C=C(C(=O)O)C=CC1)(F)F (3-(5-(trifluoromethyl)-1,2,4-oxadiazol-3-yl)benzoic acid). Product: C(#N)C=1C=CC(=NC1)N1C(CN(CC1)C(C1=CC(=CC=C1)C1=NOC(=N1)C(F)(F)F)=O)C(=O)OC (Methyl 1-(5-cyanopyridin-2-yl)-4-(3-(5-(trifluoromethyl)-1,2,4-oxadiazol-3-yl)benzoyl)piperazine-2-carboxylate). Yield: 82.0%. As a reaction SMILES: OC(C(F)(F)F)=O.[C:8]([C:10]1[CH:11]=[CH:12][C:13]([N:16]2[CH2:21][CH2:20][NH:19][CH2:18][CH:17]2[C:22]([O:24][CH3:25])=[O:23])=[N:14][CH:15]=1)#[N:9].[F:26][C:27]([F:43])([F:42])[C:28]1[O:32][N:31]=[C:30]([C:33]2[CH:34]=[C:35]([CH:39]=[CH:40][CH:41]=2)[C:36](O)=[O:37])[N:29]=1>>[C:8]([C:10]1[CH:11]=[CH:12][C:13]([N:16]2[CH2:21][CH2:20][N:19]([C:36](=[O:37])[C:35]3[CH:39]=[CH:40][CH:41]=[C:33]([C:30]4[N:29]=[C:28]([C:27]([F:43])([F:42])[F:26])[O:32][N:31]=4)[CH:34]=3)[CH2:18][CH:17]2[C:22]([O:24][CH3:25])=[O:23])=[N:14][CH:15]=1)#[N:9] |f:0.1|. Procedure: This compound was synthesized from methyl 1-(5-cyanopyridin-2-yl)piperazine-2-carboxylate TFA salt and 3-(5-(trifluoromethyl)-1,2,4-oxadiazol-3-yl)benzoic acid as described for example 37 step 3 (80 mg, yield 82%). 1H NMR (400 MHz, CDCl3) δ 8.43 (d, J=1.0 Hz, 1H), 8.26-8.23 (m, 1H), 8.18 (s, 1H), 7.76-7.73 (dd, J=8.9 Hz, 2.1 Hz, 1H), 7.65-7.64 (m, 2H), 6.73-6.71 (m, 1H), 5.43 (m, 1H), 4.68 (m, 1H), 3.94-3.90 (m, 2H), 3.73-3.68 (m, 3H), 3.59 (m, 2H), 3.28 (m, 1H). MS (ESI) m/z: Calculated for C22... The reactants are OC1=CC(NC1C(C)C)=O (4-hydroxy-5-isopropyl-1,5-dihydro-pyrrol-2-one), C(C1=CC=CC=C1)=O (benzaldehyde), CC1=CNC2=CC=CC=C12 (3-methyl-1H-indole). Yields the product OC1=C(C(NC1C(C)C)=O)C(C1=CC=CC=C1)C=1NC2=CC=CC=C2C1C (4-Hydroxy-5-isopropyl-3-[(3-methyl-1H-indol-2-yl)-phenyl-methyl]-1,5-dihydro-pyrrol-2-one). As a reaction SMILES: [OH:1][C:2]1[CH:6]([CH:7]([CH3:9])[CH3:8])[NH:5][C:4](=[O:10])[CH:3]=1.[CH:11](=O)[C:12]1[CH:17]=[CH:16][CH:15]=[CH:14][CH:13]=1.[CH3:19][C:20]1[C:28]2[C:23](=[CH:24][CH:25]=[CH:26][CH:27]=2)[NH:22][CH:21]=1>>[OH:1][C:2]1[CH:6]([CH:7]([CH3:9])[CH3:8])[NH:5][C:4](=[O:10])[C:3]=1[CH:11]([C:21]1[NH:22][C:23]2[C:28]([C:20]=1[CH3:19])=[CH:27][CH:26]=[CH:25][CH:24]=2)[C:12]1[CH:17]=[CH:16][CH:15]=[CH:14][CH:13]=1. Reported procedure: Using general procedure C, 4-hydroxy-5-isopropyl-1,5-dihydro-pyrrol-2-one (Lit. 11) was reacted with benzaldehyde and 3-methyl-1H-indole to give the title compound as a yellow solid. MS: 361.0 ([M+H]+). Starting materials: C(C)OC(=O)C=1C(C2=C(NC1C)COC2=O)C=2C=[N+](C=CC2)[O-] (2-methyl-4-(1-oxido-3-pyridyl)-5-oxo-1,4,5,7-tetrahydrofuro[3,4-b]pyridine-3-carboxylic acid ethyl ester), solution, CN (methylamine). Solvent: C(C)O (ethanol). The product is C(C)OC(=O)C1=C(NC(=C(C1C=1C=[N+](C=CC1)[O-])C(=O)NC)CO)C (6-hydroxymethyl-2-methyl-5-methylaminocarbonyl-4-(1-oxido-3-pyridyl)-1,4-dihydropyridine-3-carboxylic acid ethyl ester). Reaction SMILES: [CH2:1]([O:3][C:4]([C:6]1[CH:7]([C:17]2[CH:18]=[N+:19]([O-:23])[CH:20]=[CH:21][CH:22]=2)[C:8]2[C:15](=[O:16])[O:14][CH2:13][C:9]=2[NH:10][C:11]=1[CH3:12])=[O:5])[CH3:2].[CH3:24][NH2:25]>C(O)C>[CH2:1]([O:3][C:4]([C:6]1[CH:7]([C:17]2[CH:18]=[N+:19]([O-:23])[CH:20]=[CH:21][CH:22]=2)[C:8]([C:15]([NH:25][CH3:24])=[O:16])=[C:9]([CH2:13][OH:14])[NH:10][C:11]=1[CH3:12])=[O:5])[CH3:2]. Procedure details: A mixture of 10.0 g of 2-methyl-4-(1-oxido-3-pyridyl)-5-oxo-1,4,5,7-tetrahydrofuro[3,4-b]pyridine-3-carboxylic acid ethyl ester and 100 ml of a 33% solution of methylamine in ethanol is heated at 90° in a sealed tube for 16 hours. The reaction mixture is concentrated to dryness by evaporation under reduced pressure and the residue is partitioned between methylene chloride and a 2N aqueous sodium carbonate solution. The organic phase is removed, washed with water, dried and concentrated by evapor...